From a dataset of the Open Reaction Database (ORD), a public repository of structured organic reaction records. describe an organic reaction: reactants, conditions, products, and yield The reactants are NC=1SC(=CC1C(=O)N)C1=C(C=C(C=C1F)C(C)(C)O)F (2-amino-5-[2,6-difluoro-4-(1-hydroxy-1-methylethyl)phenyl]thiophene-3-carboxamide), ClC1=CC=C(C(=N1)C)COCCN1C(COCC1)=O (4-{2-[(6-chloro-2-methylpyridin-3-yl)methoxy]ethyl}morpholin-3-one). Yields the product FC1=C(C(=CC(=C1)C(C)(C)O)F)C1=CC(=C(S1)NC1=NC(=C(C=C1)COCCN1C(COCC1)=O)C)C(=O)N (5-[2,6-Difluoro-4-(1-hydroxy-1-methylethyl)phenyl]-2-[(6-methyl-5-{[2-(3-oxomorpholin-4-yl)ethoxy]methyl}pyridin-2-yl)amino]thiophene-3-carboxamide). As a reaction SMILES: [NH2:1][C:2]1[S:3][C:4]([C:10]2[C:15]([F:16])=[CH:14][C:13]([C:17]([OH:20])([CH3:19])[CH3:18])=[CH:12][C:11]=2[F:21])=[CH:5][C:6]=1[C:7]([NH2:9])=[O:8].Cl[C:23]1[N:28]=[C:27]([CH3:29])[C:26]([CH2:30][O:31][CH2:32][CH2:33][N:34]2[CH2:39][CH2:38][O:37][CH2:36][C:35]2=[O:40])=[CH:25][CH:24]=1>>[F:16][C:15]1[CH:14]=[C:13]([C:17]([OH:20])([CH3:18])[CH3:19])[CH:12]=[C:11]([F:21])[C:10]=1[C:4]1[S:3][C:2]([NH:1][C:23]2[CH:24]=[CH:25][C:26]([CH2:30][O:31][CH2:32][CH2:33][N:34]3[CH2:39][CH2:38][O:37][CH2:36][C:35]3=[O:40])=[C:27]([CH3:29])[N:28]=2)=[C:6]([C:7]([NH2:9])=[O:8])[CH:5]=1. Reported procedure: The title compound was prepared as described in Example 1 using 2-amino-5-[2,6-difluoro-4-(1-hydroxy-1-methylethyl)phenyl]thiophene-3-carboxamide (150 mg, 0.48 mmol) and 4-{2-[(6-chloro-2-methylpyridin-3-yl)methoxy]ethyl}morpholin-3-one (137 mg, 0.48 mmol) as starting materials. As a reaction SMILES: Cl.C(N=C=NCCCN(C)C)C.[CH2:13]([O:15][C:16]([N:18]1[CH2:23][CH2:22][N:21]([C:24]2[CH:29]=[CH:28][C:27]([NH2:30])=[CH:26][CH:25]=2)[CH2:20][CH2:19]1)=[O:17])[CH3:14].[I:31][C:32]1[CH:40]=[CH:39][CH:38]=[CH:37][C:33]=1[C:34](O)=[O:35].O>C(Cl)Cl>[I:31][C:32]1[CH:40]=[CH:39][CH:38]=[CH:37][C:33]=1[C:34]([NH:30][C:27]1[CH:26]=[CH:25][C:24]([N:21]2[CH2:22][CH2:23][N:18]([C:16]([O:15][CH2:13][CH3:14])=[O:17])[CH2:19][CH2:20]2)=[CH:29][CH:28]=1)=[O:35] |f:0.1|. The yield is 101.7%. Conditions: time 8 hour. Procedure: 1-Ethyl-3-(3′-dimethylaminopropyl)carbodiimide hydrochloride (EDCI) (0.096 mol) was added at room temperature to a mixture of 4-(4-aminophenyl)-1-piperazinecarboxylic acid ethyl ester (0.08 mol), 2-iodo benzoic acid (0.096 mol) and,1-hydroxybenzotriazole (HOBT) (0.096 mol) in DCM (500 ml). The mixture was stirred at room temperature overnight. Water was added. The mixture was extracted with DCM. The organic layer was separated, dried, filtered, and the solvent was evaporated. The residue was tak... Solvent: C(Cl)Cl (DCM). Yields the product IC1=C(C(=O)NC2=CC=C(C=C2)N2CCN(CC2)C(=O)OCC)C=CC=C1 (4-[4-[(2-iodobenzoyl)-amino]phenyl]-1-piperazinecarboxylic acid, ethyl ester). Reactants: O (Water), Cl.C(C)N=C=NCCCN(C)C (1-Ethyl-3-(3′-dimethylaminopropyl)carbodiimide hydrochloride), C(C)OC(=O)N1CCN(CC1)C1=CC=C(C=C1)N (4-(4-aminophenyl)-1-piperazinecarboxylic acid ethyl ester), IC1=C(C(=O)O)C=CC=C1 (2-iodo benzoic acid). The reactants are O=C([O-])O, CC(=O)OO, CC(C)=CCCC(C)CCC1CCCCC1, ClCCl, [Na+], [Na+], [Na+], O=S([O-])[O-]. Product: CC(CCC1CCCCC1)CCC1OC1(C)C. Reaction SMILES: [C:17]([O-:18])(=[O:19])[OH:20].[C:22]([O:23][OH:24])(=[O:25])[CH3:26].[CH3:1][CH:2]([CH2:3][CH2:4][CH:5]1[CH2:6][CH2:7][CH2:8][CH2:9][CH2:10]1)[CH2:11][CH2:12][CH:13]=[C:14]([CH3:15])[CH3:16].[Cl:33][CH2:34][Cl:35].[Na+:21].[Na+:31].[Na+:32].[S:27]([O-:28])([O-:29])=[O:30]>>[CH3:1][CH:2]([CH2:3][CH2:4][CH:5]1[CH2:6][CH2:7][CH2:8][CH2:9][CH2:10]1)[CH2:11][CH2:12][CH:13]1[C:14]([CH3:15])([CH3:16])[O:18]1. The reactants are O=C(O)c1cccc(C2=CCCCC2)n1, CCO. The product is O=C(O)c1cccc(C2CCCCC2)n1. As a reaction SMILES: [C:1]1([c:7]2[cH:8][cH:9][cH:10][c:11]([C:13](=[O:14])[OH:15])[n:12]2)=[CH:2][CH2:3][CH2:4][CH2:5][CH2:6]1.[CH3:16][CH2:17][OH:18]>>[CH:1]1([c:7]2[cH:8][cH:9][cH:10][c:11]([C:13](=[O:14])[OH:15])[n:12]2)[CH2:2][CH2:3][CH2:4][CH2:5][CH2:6]1. The solvent is C(C)(=O)OCC (ethyl acetate), C1=CC=CC=C1 (benzene). The product is COC(=O)C=1N(C=C(C1)C1=CC(=NC=C1C)C1=CC=CC=C1)S(=O)(=O)C1=C(C=C(C=C1C)C)C (4-(5-Methyl-2-phenylpyridin-4-yl)-1-(2,4,6-trimethylbenzensulfonyl)-1H-pyrrole-2-carboxylic acid methyl ester). As a reaction SMILES: Br[C:2]1[C:7]([CH3:8])=[CH:6][N:5]=[C:4]([C:9]2[CH:14]=[CH:13][CH:12]=[CH:11][CH:10]=2)[CH:3]=1.[CH3:15][O:16][C:17]([C:19]1[N:20]([S:33]([C:36]2[C:41]([CH3:42])=[CH:40][C:39]([CH3:43])=[CH:38][C:37]=2[CH3:44])(=[O:35])=[O:34])[CH:21]=[C:22](B2OC(C)(C)C(C)(C)O2)[CH:23]=1)=[O:18].C([O-])([O-])=O.[Na+].[Na+]>C1C=CC=CC=1.C(OCC)(=O)C.C1C=CC([P]([Pd]([P](C2C=CC=CC=2)(C2C=CC=CC=2)C2C=CC=CC=2)([P](C2C=CC=CC=2)(C2C=CC=CC=2)C2C=CC=CC=2)[P](C2C=CC=CC=2)(C2C=CC=CC=2)C2C=CC=CC=2)(C2C=CC=CC=2)C2C=CC=CC=2)=CC=1>[CH3:15][O:16][C:17]([C:19]1[N:20]([S:33]([C:36]2[C:41]([CH3:42])=[CH:40][C:39]([CH3:43])=[CH:38][C:37]=2[CH3:44])(=[O:34])=[O:35])[CH:21]=[C:22]([C:2]2[C:7]([CH3:8])=[CH:6][N:5]=[C:4]([C:9]3[CH:14]=[CH:13][CH:12]=[CH:11][CH:10]=3)[CH:3]=2)[CH:23]=1)=[O:18] |f:2.3.4,^1:66,68,87,106|. Reagents/catalysts: C=1C=CC(=CC1)[P](C=2C=CC=CC2)(C=3C=CC=CC3)[Pd]([P](C=4C=CC=CC4)(C=5C=CC=CC5)C=6C=CC=CC6)([P](C=7C=CC=CC7)(C=8C=CC=CC8)C=9C=CC=CC9)[P](C=1C=CC=CC1)(C=1C=CC=CC1)C=1C=CC=CC1 (Pd(PPh3)4). Reported procedure: 13 (29 mg, 0.12 mmol, 1.0 equiv.) and 4-(4,4,5,5-tetramethyl-[1,3,2]dioxaborolan-2-yl)-1-(2,4,6-trimethylbenzensulfonyl)-1H-pyrrole-2-carboxylic acid methyl ester (52 mg, 0.12 mmol, 1.0 equiv.) were dissolved in benzene (1.2 mL). After adding aqueous Na2CO3 (0.2 mL), Pd(PPh3)4 (28 mg, 0.024 mol, 0.2 equiv.) was then added and the resulting mixture was refluxed for 16 hours. The reaction mixture was dissolved in ethyl acetate and washed with water. After drying the organic layer over Na2SO4, the ... Reactants: C(=O)([O-])[O-].[Na+].[Na+] (Na2CO3), BrC1=CC(=NC=C1C)C1=CC=CC=C1 (4-Bromo-5-methyl-2-phenylpyridine), COC(=O)C=1N(C=C(C1)B1OC(C(O1)(C)C)(C)C)S(=O)(=O)C1=C(C=C(C=C1C)C)C (4-(4,4,5,5-tetramethyl-[1,3,2]dioxaborolan-2-yl)-1-(2,4,6-trimethylbenzensulfonyl)-1H-pyrrole-2-carboxylic acid methyl ester). The reactants are CNC(Cc1ccccc1)C(=O)O, [Na+], C1COCCO1, [OH-], Cc1ccc(S(=O)(=O)Cl)cc1. The product is Cc1ccc(S(=O)(=O)N(C)C(Cc2ccccc2)C(=O)O)cc1. As a reaction SMILES: [CH3:1][NH:2][CH:3]([CH2:4][c:5]1[cH:6][cH:7][cH:8][cH:9][cH:10]1)[C:11]([OH:12])=[O:13].[Na+:32].[O:14]1[CH2:15][CH2:16][O:17][CH2:18][CH2:19]1.[OH-:31].[c:20]1([CH3:30])[cH:21][cH:22][c:23]([S:26](=[O:27])(=[O:28])[Cl:29])[cH:24][cH:25]1>>[CH3:1][N:2]([CH:3]([CH2:4][c:5]1[cH:6][cH:7][cH:8][cH:9][cH:10]1)[C:11]([OH:12])=[O:13])[S:26]([c:23]1[cH:22][cH:21][c:20]([CH3:30])[cH:25][cH:24]1)(=[O:27])=[O:28].